This data is from the Open Reaction Database (ORD), a public repository of structured organic reaction records. The task is: describe an organic reaction: reactants, conditions, products, and yield Reactants: CC(C)(C)O, CCOC(C)=O, Clc1nc(NC2CC2)c2occc2n1, ClCCl, [K+], [K+], N#N, CC1(C)Oc2ccc(N)cc2NC1=O, O=C([O-])[O-], O=C(C=Cc1ccccc1)C=Cc1ccccc1, O=C(C=Cc1ccccc1)C=Cc1ccccc1, O=C(C=Cc1ccccc1)C=Cc1ccccc1, [Pd], [Pd]. As a reaction SMILES: [C:102]([OH:103])([CH3:104])([CH3:105])[CH3:106].[CH3:37][CH2:38][O:39][C:40]([CH3:41])=[O:42].[Cl:1][c:2]1[n:3][c:4]([NH:11][CH:12]2[CH2:13][CH2:14]2)[c:5]2[c:6]([n:7]1)[cH:8][cH:9][o:10]2.[Cl:43][CH2:44][Cl:45].[K+:29].[K+:30].[N:35]#[N:36].[NH2:15][c:16]1[cH:17][c:18]2[c:19]([cH:27][cH:28]1)[O:20][C:21]([CH3:25])([CH3:26])[C:22](=[O:24])[NH:23]2.[O-:31][C:32]([O-:33])=[O:34].[O:48]=[C:49]([CH:50]=[CH:51][c:52]1[cH:53][cH:54][cH:55][cH:56][cH:57]1)[CH:58]=[CH:59][c:60]1[cH:61][cH:62][cH:63][cH:64][cH:65]1.[O:66]=[C:67]([CH:68]=[CH:69][c:70]1[cH:71][cH:72][cH:73][cH:74][cH:75]1)[CH:76]=[CH:77][c:78]1[cH:79][cH:80][cH:81][cH:82][cH:83]1.[O:84]=[C:85]([CH:86]=[CH:87][c:88]1[cH:89][cH:90][cH:91][cH:92][cH:93]1)[CH:94]=[CH:95][c:96]1[cH:97][cH:98][cH:99][cH:100][cH:101]1.[Pd:46].[Pd:47]>>[c:2]1([NH:15][c:16]2[cH:17][c:18]3[c:19]([cH:27][cH:28]2)[O:20][C:21]([CH3:25])([CH3:26])[C:22](=[O:24])[NH:23]3)[n:3][c:4]([NH:11][CH:12]2[CH2:13][CH2:14]2)[c:5]2[c:6]([n:7]1)[cH:8][cH:9][o:10]2. Product: CC1(C)Oc2ccc(Nc3nc(NC4CC4)c4occc4n3)cc2NC1=O. The reactants are BrC=1SC2=C(C[C@@H]3CCCN([C@H]3C2)CCC)N1 (trans-(±)-2-bromo-5-n-propyl-4,4a,5,6,7,8,8a,9-octahydrothiazolo[4,5-g]quinoline), S(O)(O)(=O)=O (sulfuric acid), [OH-].[NH4+] (ammonium hydroxide). Conditions: temperature 100 celsius, time 48 hour. Yields the product C(CC)N1CCC[C@H]2CC3=C(C[C@H]12)SC(N3)=O (trans-(±)-5-n-propyl-4,4a,5,6,7,8,8a,9-octahydrothiazolo[4,5-g]quinolin-2(1H)-one). As a reaction SMILES: Br[C:2]1[S:3][C:4]2[CH2:13][C@H:12]3[C@@H:7]([CH2:8][CH2:9][CH2:10][N:11]3[CH2:14][CH2:15][CH3:16])[CH2:6][C:5]=2[N:17]=1.S(=O)(=O)(O)[OH:19].[OH-].[NH4+]>>[CH2:14]([N:11]1[C@@H:12]2[C@H:7]([CH2:6][C:5]3[NH:17][C:2](=[O:19])[S:3][C:4]=3[CH2:13]2)[CH2:8][CH2:9][CH2:10]1)[CH2:15][CH3:16] |f:2.3|. Procedure: About 1.9 millimoles of trans-(±)-2-bromo-5-n-propyl-4,4a,5,6,7,8,8a,9-octahydrothiazolo[4,5-g]quinoline were dissolved in 10 ml. of 20% aqueous sulfuric acid. The solution was heated at about 100° C. for about five hours and then was cooled. The cooled solution was allowed to remain at ambient temperature for an additional 48 hours. The reaction mixture was then made basic with concentrated aqueous ammonium hydroxide. The aqueous mixture was extracted several times with equal volumes of chlorof... The reactants are CCOC(=O)CNc1ccccc1CCC(NC(CCc1ccccc1)C(=O)OCC)C(=O)OCC, C[O-], CO, [Na+]. Product: CCOC(=O)CN1C(=O)C(NC(CCc2ccccc2)C(=O)OCC)CCc2ccccc21. RXN SMILES: [CH2:1]([CH3:2])[O:3][C:4](=[O:5])[CH:6]([CH2:7][CH2:8][c:9]1[cH:10][cH:11][cH:12][cH:13][cH:14]1)[NH:15][CH:16]([C:17](=[O:18])[O:19][CH2:20][CH3:21])[CH2:22][CH2:23][c:24]1[c:25]([NH:30][CH2:31][C:32](=[O:33])[O:34][CH2:35][CH3:36])[cH:26][cH:27][cH:28][cH:29]1.[CH3:37][O-:38].[CH3:40][OH:41].[Na+:39]>>[CH2:1]([CH3:2])[O:3][C:4](=[O:5])[CH:6]([CH2:7][CH2:8][c:9]1[cH:10][cH:11][cH:12][cH:13][cH:14]1)[NH:15][CH:16]1[C:17](=[O:18])[N:30]([CH2:31][C:32](=[O:33])[O:34][CH2:35][CH3:36])[c:25]2[c:24]([cH:29][cH:28][cH:27][cH:26]2)[CH2:23][CH2:22]1. The reactants are O=C(OCc1ccccc1)ON1C(=O)CCC1=O, Cc1cc(CCN)ccc1Cc1c(C(C)C)[nH][nH]c1=O, C1CCOC1, O. The product is Cc1cc(CCNC(=O)OCc2ccccc2)ccc1Cc1c(C(C)C)[nH][nH]c1=O. Reaction SMILES: [CH2:21]([c:22]1[cH:23][cH:24][cH:25][cH:26][cH:27]1)[O:28][C:29](=[O:30])[O:31][N:32]1[C:33](=[O:34])[CH2:35][CH2:36][C:37]1=[O:38].[NH2:1][CH2:2][CH2:3][c:4]1[cH:5][c:6]([CH3:20])[c:7]([CH2:10][c:11]2[c:12](=[O:19])[nH:13][nH:14][c:15]2[CH:16]([CH3:17])[CH3:18])[cH:8][cH:9]1.[O:40]1[CH2:41][CH2:42][CH2:43][CH2:44]1.[OH2:39]>>[NH:1]([CH2:2][CH2:3][c:4]1[cH:5][c:6]([CH3:20])[c:7]([CH2:10][c:11]2[c:12](=[O:19])[nH:13][nH:14][c:15]2[CH:16]([CH3:17])[CH3:18])[cH:8][cH:9]1)[C:29]([O:28][CH2:21][c:22]1[cH:23][cH:24][cH:25][cH:26][cH:27]1)=[O:30]. The reactants are FC(C(=O)O)(F)F.N1C[C@H](CC1)CNC(=O)C=1SC(=CC1)Cl (5-chloro-thiophene-2-carboxylic acid ((S)-1-pyrrolidin-3-ylmethyl)-amide trifluoro acetate), [N+](=O)([O-])C1=CC=C(C=C1)OC(NC1=C(C=C(C=C1)N1C(C=NC=C1)=O)F)=O ([2-fluoro-4-(2-oxo-2H-pyrazin-1-yl)-phenyl]-carbamic acid 4-nitro-phenyl ester). Yields the product FC1=C(C=CC(=C1)N1C(C=NC=C1)=O)NC(=O)N1C[C@H](CC1)CNC(=O)C=1SC(=CC1)Cl ((R)-3-{[(5-chloro-thiophene-2-carbonyl)-amino]-methyl}-pyrrolidine-1-carboxylic acid[2-fluoro-4-(2-oxo-2H-pyrazin-1-yl)-phenyl]-amide). Reaction SMILES: FC(F)(F)C(O)=O.[NH:8]1[CH2:12][CH2:11][C@H:10]([CH2:13][NH:14][C:15]([C:17]2[S:18][C:19]([Cl:22])=[CH:20][CH:21]=2)=[O:16])[CH2:9]1.[N+](C1C=CC([O:32][C:33](=O)[NH:34][C:35]2[CH:40]=[CH:39][C:38]([N:41]3[CH:46]=[CH:45][N:44]=[CH:43][C:42]3=[O:47])=[CH:37][C:36]=2[F:48])=CC=1)([O-])=O>>[F:48][C:36]1[CH:37]=[C:38]([N:41]2[CH:46]=[CH:45][N:44]=[CH:43][C:42]2=[O:47])[CH:39]=[CH:40][C:35]=1[NH:34][C:33]([N:8]1[CH2:12][CH2:11][C@H:10]([CH2:13][NH:14][C:15]([C:17]2[S:18][C:19]([Cl:22])=[CH:20][CH:21]=2)=[O:16])[CH2:9]1)=[O:32] |f:0.1|. Reported procedure: 71.2 Using general method H, 5-chloro-thiophene-2-carboxylic acid ((S)-1-pyrrolidin-3-ylmethyl)-amide trifluoro acetate was reacted with [2-fluoro-4-(2-oxo-2H-pyrazin-1-yl)-phenyl]-carbamic acid 4-nitro-phenyl ester to give (R)-3-{[(5-chloro-thiophene-2-carbonyl)-amino]-methyl}-pyrrolidine-1-carboxylic acid[2-fluoro-4-(2-oxo-2H-pyrazin-1-yl)-phenyl]-amide. White solid. MS 476.0 ([M+H]+) Starting materials: ClC=1C=C2C(=CC(OC2=CC1)=O)NC1CCNCC1 (6-chloro-4-(piperidin-4-ylamino)-chromen-2-one), C1=CC2=C(C=C1C=O)OCO2 (piperonal). Product: O1COC2=C1C=CC(=C2)CN2CCC(CC2)NC2=CC(OC1=CC=C(C=C21)Cl)=O (4-(1-Benzo[1,3]dioxol-5ylmethyl-piperidin-4-ylamino)-6-chloro-chromen-2-one). The yield is 39.0%. Reaction SMILES: [Cl:1][C:2]1[CH:3]=[C:4]2[C:9](=[CH:10][CH:11]=1)[O:8][C:7](=[O:12])[CH:6]=[C:5]2[NH:13][CH:14]1[CH2:19][CH2:18][NH:17][CH2:16][CH2:15]1.[CH:20]1[C:25]([CH:26]=O)=[CH:24][C:23]2[O:28][CH2:29][O:30][C:22]=2[CH:21]=1>>[O:30]1[C:22]2[CH:21]=[CH:20][C:25]([CH2:26][N:17]3[CH2:18][CH2:19][CH:14]([NH:13][C:5]4[C:4]5[C:9](=[CH:10][CH:11]=[C:2]([Cl:1])[CH:3]=5)[O:8][C:7](=[O:12])[CH:6]=4)[CH2:15][CH2:16]3)=[CH:24][C:23]=2[O:28][CH2:29]1. Reported procedure: According to Procedure A above, 6-chloro-4-(piperidin-4-ylamino)-chromen-2-one and piperonal (0.032 g, 0.216 mmol) were allowed to react to give the title compound (0.0123 g, 39%, mono-TFA salt) as an off-white solid. 1H NMR (400 MHz, MeOH) δ ppm 8.12 (br s, 1H), 7.61 (d, J=8, 1H), 7.33 (d, J=8, 1H), 7.00 (m, 2H), 6.93 (dd, J=4, 8, 1H), 6.03 (s, 2H), 5.44 (s, 1H), 4.26 (s, 2H), 3.79-3.90 (m, 1H), 3.62-3.56 (m, 2H), 3.11-3.22 (m, 2H), 2.29-2.40 (m, 2H), 1.85-1.99 (m, 2H); MS (ESI+Q1MS) m/z 413 [M... Procedure details: N-(2-(5-Chloro-1H-indol-3-yl)ethyl)-3-(thiophen-3-ylmethyl)benzamide was prepared according to method B with N-(2-(5-chloro-1H-indol-3-yl)ethyl)-3-(chloromethyl)benzamide (0.080 g; 0.230 mmol), thiophen-3-ylboronic acid (0.031 g; 0.241 mmol), [1,1′-bis(diphenylphosphino)ferrocene]palladium(II) chloride, complex with dichloromethane (0.018 g; 0.023 mmol), sodium carbonate (0.049 g; 0.461 mmol), sodium iodide (0.069 g; 0.461 mmol), in dimethoxyethane (3 mL) and water (1 mL), irradiated in a microw... Product: eluent, ClC=1C=C2C(=CNC2=CC1)CCNC(C1=CC(=CC=C1)CC1=CSC=C1)=O (N-(2-(5-Chloro-1H-indol-3-yl)ethyl)-3-(thiophen-3-ylmethyl)benzamide). The yield is 46.2%. The reactants are C([O-])([O-])=O.[Na+].[Na+] (sodium carbonate), ClCCl (dichloromethane), ClC=1C=C2C(=CNC2=CC1)CCNC(C1=CC(=CC=C1)CCl)=O (N-(2-(5-chloro-1H-indol-3-yl)ethyl)-3-(chloromethyl)benzamide), S1C=C(C=C1)B(O)O (thiophen-3-ylboronic acid), [I-].[Na+] (sodium iodide). The solvent is O (water), C(OC)COC (dimethoxyethane). The reagents and catalysts are C1=CC=C(C=C1)P([C-]2C=CC=C2)C3=CC=CC=C3.C1=CC=C(C=C1)P([C-]2C=CC=C2)C3=CC=CC=C3.Cl[Pd]Cl.[Fe+2] ([1,1′-bis(diphenylphosphino)ferrocene]palladium(II) chloride). As a reaction SMILES: [Cl:1][C:2]1[CH:3]=[C:4]2[C:8](=[CH:9][CH:10]=1)[NH:7][CH:6]=[C:5]2[CH2:11][CH2:12][NH:13][C:14](=[O:23])[C:15]1[CH:20]=[CH:19][CH:18]=[C:17]([CH2:21]Cl)[CH:16]=1.[S:24]1[CH:28]=[CH:27][C:26](B(O)O)=[CH:25]1.ClCCl.C(=O)([O-])[O-].[Na+].[Na+].[I-].[Na+]>C(COC)OC.O.C1C=CC(P(C2C=CC=CC=2)[C-]2C=CC=C2)=CC=1.C1C=CC(P(C2C=CC=CC=2)[C-]2C=CC=C2)=CC=1.Cl[Pd]Cl.[Fe+2]>[Cl:1][C:2]1[CH:3]=[C:4]2[C:8](=[CH:9][CH:10]=1)[NH:7][CH:6]=[C:5]2[CH2:11][CH2:12][NH:13][C:14](=[O:23])[C:15]1[CH:20]=[CH:19][CH:18]=[C:17]([CH2:21][C:26]2[CH:27]=[CH:28][S:24][CH:25]=2)[CH:16]=1 |f:3.4.5,6.7,10.11.12.13|. The reactants are FC(C=1C=CC2=C(C(=NCC=3N2C(=NN3)Br)C3=NC=CC=C3)C1)(F)F (8-(trifluoromethyl)-1-bromo-6-(2-pyridyl)-4H-s-triazolo[4,3-a][1,4]benzodiazepine), C(C)(C)N1CCNCC1 (1-isopropylpiperazine). Product: FC(C=1C=CC2=C(C(=NCC=3N2C(=NN3)N3CCN(CC3)C(C)C)C3=NC=CC=C3)C1)(F)F (8-(trifluoromethyl)-1-(4-isopropylpiperazino)-6-(2-pyridyl)-4H-s-triazolo[4,3-a][1,4]benzodiazepine). As a reaction SMILES: [F:1][C:2]([F:25])([F:24])[C:3]1[CH:4]=[CH:5][C:6]2[N:12]3[C:13](Br)=[N:14][N:15]=[C:11]3[CH2:10][N:9]=[C:8]([C:17]3[CH:22]=[CH:21][CH:20]=[CH:19][N:18]=3)[C:7]=2[CH:23]=1.[CH:26]([N:29]1[CH2:34][CH2:33][NH:32][CH2:31][CH2:30]1)([CH3:28])[CH3:27]>>[F:1][C:2]([F:25])([F:24])[C:3]1[CH:4]=[CH:5][C:6]2[N:12]3[C:13]([N:32]4[CH2:33][CH2:34][N:29]([CH:26]([CH3:28])[CH3:27])[CH2:30][CH2:31]4)=[N:14][N:15]=[C:11]3[CH2:10][N:9]=[C:8]([C:17]3[CH:22]=[CH:21][CH:20]=[CH:19][N:18]=3)[C:7]=2[CH:23]=1. Procedure details: In the manner given in Example 1, 8-(trifluoromethyl)-1-bromo-6-(2-pyridyl)-4H-s-triazolo[4,3-a][1,4]benzodiazepine is heated with 1-isopropylpiperazine to give 8-(trifluoromethyl)-1-(4-isopropylpiperazino)-6-(2-pyridyl)-4H-s-triazolo[4,3-a][1,4]benzodiazepine.